This data is from the Open Reaction Database (ORD), a public repository of structured organic reaction records. The task is: describe an organic reaction: reactants, conditions, products, and yield The reactants are [Br-], [Li]CCCC, CC(C)(C)c1c(OCc2ccccc2)ccc2oc(C=O)cc12, CCCCCCC[PH2+]c1ccccc1, [Cl-], [NH4+], C1CCOC1. Yields the product CCCCCCC=Cc1cc2c(C(C)(C)C)c(OCc3ccccc3)ccc2o1. Reaction SMILES: [Br-:6].[CH2:1]([Li:2])[CH2:3][CH2:4][CH3:5].[CH2:21]([c:22]1[cH:23][cH:24][cH:25][cH:26][cH:27]1)[O:28][c:29]1[cH:30][cH:31][c:32]2[c:33]([cH:34][c:35]([CH:37]=[O:38])[o:36]2)[c:39]1[C:40]([CH3:41])([CH3:42])[CH3:43].[CH2:7]([CH2:8][CH2:9][CH2:10][CH2:11][CH2:12][CH3:13])[PH2+:14][c:15]1[cH:16][cH:17][cH:18][cH:19][cH:20]1.[Cl-:44].[NH4+:45].[O:46]1[CH2:47][CH2:48][CH2:49][CH2:50]1>>[CH:7]([CH2:8][CH2:9][CH2:10][CH2:11][CH2:12][CH3:13])=[CH:37][c:35]1[cH:34][c:33]2[c:32]([cH:31][cH:30][c:29]([O:28][CH2:21][c:22]3[cH:23][cH:24][cH:25][cH:26][cH:27]3)[c:39]2[C:40]([CH3:41])([CH3:42])[CH3:43])[o:36]1. Starting materials: C(=O)N1CC2(CC2C1)C1=CC=C(C=C1)O (3-formyl-1-(p-hydroxyphenyl)-3-azabicyclo[3.1.0]hexane), C([O-])([O-])=O (carbonate), C(C)I (ethyl iodide). Solvent: C(C)O (ethanol), C(C)O (ethanol). The product is C(=O)N1CC2(CC2C1)C1=CC=C(C=C1)OCC (3-formyl-1 -(p-ethoxyphenyl)-3-azabicyclo[3.1.0]hexane). Isolated yield 27.2%. RXN SMILES: [CH:1]([N:3]1[CH2:8][CH:7]2[C:5]([C:9]3[CH:14]=[CH:13][C:12]([OH:15])=[CH:11][CH:10]=3)([CH2:6]2)[CH2:4]1)=[O:2].C(=O)([O-])[O-].[CH2:20](I)[CH3:21]>C(O)C>[CH:1]([N:3]1[CH2:8][CH:7]2[C:5]([C:9]3[CH:14]=[CH:13][C:12]([O:15][CH2:20][CH3:21])=[CH:11][CH:10]=3)([CH2:6]2)[CH2:4]1)=[O:2]. Procedure: To a stirred mixture of 1.0 g of 3-formyl-1-(p-hydroxyphenyl)-3-azabicyclo[3.1.0]hexane and 0.7 g of potassim carbonate in 25 ml of absolute ethanol is added a solution of 3.2 g of ethyl iodide in 10 ml of absolute ethanol. The mixture is refluxed for 2 hours and then is filtered and evaporated. The residual mixture of crystals and liquid is combined with water and this is extracted with chloroform and the extract is dried over magnesium sulfate and evaporated to give 1.0 g of a colorless, visco... Reactants: BrCC1=CC=C2C(=CN=NC2=C1)Cl (7-bromomethyl-4-chlorocinnoline), [I-] (iodide), [H-].[Na+] (sodium hydride), C(C)(C)(C)OC(=O)N1CC(NCC1)=O (4-(t-Butyloxycarbonyl)-piperazin-2-one). The solvent is C1CCOC1 (THF), C1CCOC1 (THF). Yields the product ClC1=CN=NC2=CC(=CC=C12)CN1C(CNCC1)=O (1-(4-Chlorocinnolin-7-ylmethyl)-piperazin-2-one). The yield is 59.3%. Reaction SMILES: C(OC([N:8]1[CH2:13][CH2:12][NH:11][C:10](=[O:14])[CH2:9]1)=O)(C)(C)C.[I-].[H-].[Na+].Br[CH2:19][C:20]1[CH:29]=[C:28]2[C:23]([C:24]([Cl:30])=[CH:25][N:26]=[N:27]2)=[CH:22][CH:21]=1>C1COCC1>[Cl:30][C:24]1[C:23]2[C:28](=[CH:29][C:20]([CH2:19][N:11]3[CH2:12][CH2:13][NH:8][CH2:9][C:10]3=[O:14])=[CH:21][CH:22]=2)[N:27]=[N:26][CH:25]=1 |f:2.3|. Procedure details: 4-(t-Butyloxycarbonyl)-piperazin-2-one (0.6 g, 3.0 mmol), EXAMPLE 40, is dissolved in THF (80 mL), cooled in an ice bath and treated with tretrabutylammonium iodide (0.23 g, 0.62 mmol) and 60% sodium hydride (0.12 g, 3.0 mmol). The reaction mixture is stirred at ° C. for 40 minutes then treated dropwise with a solution of 7-bromomethyl-4-chlorocinnoline (10.7 g, 2.7 mmol), Example 15, in THF (20 mL). The resulting solution is warmed to ambient temperature over 2 hours. The solution is evaporated...